From a dataset of the Open Reaction Database (ORD), a public repository of structured organic reaction records. describe an organic reaction: reactants, conditions, products, and yield Starting materials: N1(CCC1)C(CC1=C(C=C(OCC[C@H]2[C@H](C2)C2CCN(CC2)C(=O)OCC2=CC=CC=C2)C=C1)F)=O (benzyl 4-((1R,2S)-2-{2-[4-(2-azetidin-1-yl-2-oxoethyl)-3-fluorophenoxy]ethyl}cyclopropyl)piperidine-1-carboxylate). Reagents/catalysts: [Pd] (palladium on carbon). Run in CO (methanol). Conditions: time 4 hour. Yields the product N1(CCC1)C(CC1=C(C=C(OCC[C@H]2[C@H](C2)C2CCNCC2)C=C1)F)=O (4-((1R,2S)-2-{2-[4-(2-azetidin-1-yl-2-oxoethyl)-3-fluorophenoxy]ethyl}cyclopropyl)piperidine). Reaction SMILES: [N:1]1([C:5](=[O:36])[CH2:6][C:7]2[CH:34]=[CH:33][C:10]([O:11][CH2:12][CH2:13][C@@H:14]3[CH2:16][C@@H:15]3[CH:17]3[CH2:22][CH2:21][N:20](C(OCC4C=CC=CC=4)=O)[CH2:19][CH2:18]3)=[CH:9][C:8]=2[F:35])[CH2:4][CH2:3][CH2:2]1>CO.[Pd]>[N:1]1([C:5](=[O:36])[CH2:6][C:7]2[CH:34]=[CH:33][C:10]([O:11][CH2:12][CH2:13][C@@H:14]3[CH2:16][C@@H:15]3[CH:17]3[CH2:18][CH2:19][NH:20][CH2:21][CH2:22]3)=[CH:9][C:8]=2[F:35])[CH2:4][CH2:3][CH2:2]1. Reported procedure: To a solution of benzyl 4-((1R,2S)-2-{2-[4-(2-azetidin-1-yl-2-oxoethyl)-3-fluorophenoxy]ethyl}cyclopropyl)piperidine-1-carboxylate (590 mg, 1.32 mmol) in 8 mL anhydrous methanol at ambient temperature was added palladium on carbon (80.0 mg, 0.676 mmol), 10% by weight. The solution was stirred under hydrogen for 4 hours and filtered. The crude product was concentrated to the title compound as white solid and used for the next step. LC/MS 361.3 (M+H)+. Starting materials: N1=NSC2=NC=C(C=C21)CO ([1,2,3]Thiadiazolo[5,4-b]pyridin-6-yl-methanol). The reagents and catalysts are [O-2].[O-2].[Mn+4] (manganese dioxide). Yields the product N1=NSC2=NC=C(C=C21)C=O ([1,2,3]Thiadiazolo[5,4-b]pyridine-6-carboxaldehyde). Isolated yield 51.6%. Reaction SMILES: [N:1]1[C:9]2[C:4](=[N:5][CH:6]=[C:7]([CH2:10][OH:11])[CH:8]=2)[S:3][N:2]=1>[O-2].[O-2].[Mn+4]>[N:1]1[C:9]2[C:4](=[N:5][CH:6]=[C:7]([CH:10]=[O:11])[CH:8]=2)[S:3][N:2]=1 |f:1.2.3|. Procedure details: The alcohol (iv) (0.10 g) was oxidised with manganese dioxide to afford a solid (51 mg).